This data is from the Open Reaction Database (ORD), a public repository of structured organic reaction records. The task is: describe an organic reaction: reactants, conditions, products, and yield Starting materials: B, C1CCOC1, O=C1NS(=O)(=O)c2cccc3cccc1c23, C1CCOC1. Yields the product O=S1(=O)NCc2cccc3cccc1c23. Reaction SMILES: [BH3:22].[O:17]1[CH2:18][CH2:19][CH2:20][CH2:21]1.[O:1]=[S:2]1(=[O:16])[NH:3][C:4](=[O:15])[c:5]2[c:6]3[c:7]1[cH:8][cH:9][cH:10][c:11]3[cH:12][cH:13][cH:14]2.[O:23]1[CH2:24][CH2:25][CH2:26][CH2:27]1>>[O:1]=[S:2]1(=[O:16])[NH:3][CH2:4][c:5]2[c:6]3[c:7]1[cH:8][cH:9][cH:10][c:11]3[cH:12][cH:13][cH:14]2. Reactants: C(C1=CC=CC=C1)(=O)N1C2=C(C=3NC(=NC3CC1)C)C=CC=C2 (6-Benzoyl-2-methyl-1,4,5,6-tetrahydro-1,3,6-triaza-benzo[e]azulene). Solvent: Cl.O1CCOCC1 (HCl dioxan). Product: CC1=NC=2CCNC3=C(C2N1)C=CC=C3 (2-Methyl-1,4,5,6-tetrahydro-1,3,6-triaza-benzo[e]azulene). Isolated yield 65.3%. Reaction SMILES: C([N:9]1[CH2:18][CH2:17][C:16]2[N:15]=[C:14]([CH3:19])[NH:13][C:12]=2[C:11]2[CH:20]=[CH:21][CH:22]=[CH:23][C:10]1=2)(=O)C1C=CC=CC=1>Cl.O1CCOCC1>[CH3:19][C:14]1[NH:13][C:12]2[C:11]3[CH:20]=[CH:21][CH:22]=[CH:23][C:10]=3[NH:9][CH2:18][CH2:17][C:16]=2[N:15]=1 |f:1.2|. Procedure details: 6-Benzoyl-2-methyl-1,4,5,6-tetrahydro-1,3,6-triaza-benzo[e]azulene from Example E5.8 (160 mg, 0.53 mmol) was dissolved in a 6M HCl/dioxan solution (50 ml) and heated at reflux for 18 h. The reaction mixture was cooled to room temperature and reduced in vacuo. The residue was partitioned between EtOAc and saturated NaHCO3 (aq) and the layers were separated. The organic layer was washed with brine, dried, filtered and reduced in vacuo to yield the title compound (69 mg, 66%).